The task is: describe an organic reaction: reactants, conditions, products, and yield. This data is from the Open Reaction Database (ORD), a public repository of structured organic reaction records. RXN SMILES: [CH3:14][O:15][C:16]([CH3:17])([CH3:18])[CH3:19].[Cl:1][c:2]1[n:3][c:4]([Cl:13])[c:5]([C:9]([F:10])([F:11])[F:12])[cH:6][c:7]1[Cl:8]>>[c:2]1([O:15][CH3:14])[n:3][c:4]([Cl:13])[c:5]([C:9]([F:10])([F:11])[F:12])[cH:6][c:7]1[Cl:8]. Yields the product COc1nc(Cl)c(C(F)(F)F)cc1Cl. Starting materials: COC(C)(C)C, FC(F)(F)c1cc(Cl)c(Cl)nc1Cl. The reactants are [OH-].[Na+] (sodium hydroxide), Cl (hydrochloric acid), BrC1=CC=NC2=CC=C(C=C12)C(=O)OC (Methyl 4-bromo-6-quinolinecarboxylate), [OH-].[Na+] (sodium hydroxide). The solvent is CO (methanol), O1CCCC1 (tetrahydrofuran). Yields the product BrC1=CC=NC2=CC=C(C=C12)C(=O)O (4-bromo-6-quinolinecarboxylic acid). Isolated yield 81.8%. Reaction SMILES: [Br:1][C:2]1[C:11]2[C:6](=[CH:7][CH:8]=[C:9]([C:12]([O:14]C)=[O:13])[CH:10]=2)[N:5]=[CH:4][CH:3]=1.[OH-].[Na+].Cl>CO.O1CCCC1>[Br:1][C:2]1[C:11]2[C:6](=[CH:7][CH:8]=[C:9]([C:12]([OH:14])=[O:13])[CH:10]=2)[N:5]=[CH:4][CH:3]=1 |f:1.2|. Procedure: Methyl 4-bromo-6-quinolinecarboxylate (6.00 g) was dissolved in methanol (60 ml) and tetrahydrofuran (40 ml). A 1N aqueous sodium hydroxide solution (30 ml) was added to the solution while stirring at room temperature and the mixture was stirred at room temperature for 3 hr. A1N aqueous sodium hydroxide solution (20 ml) was added and the mixture was heated under reflux for 2 hr. The reaction mixture was adjusted to pH 4 with 1N hydrochloric acid. The resulting solid was collected by filtration a... Starting materials: C1(=CC=CC=C1)S(=O)(=O)NC1=C(C2=C(S1)CCCC2)C(=O)OCC (ethyl 2-benzenesulphonylamino-4,5,6,7-tetrahydro-benzo[b]thiophene-3-carboxylate), C1(=CC=CC=C1)S(=O)(=O)Cl (benzenesulphonyl chloride), NC1=C(C2=C(COCC2)S1)C(=O)OCC (ethyl 2-amino-4,7-dihydro-5H-thieno[2,3-c]pyran-3-carboxylate), NC1=C(C2=C(COCC2)S1)C(=O)OCC (ethyl 2-amino-4,7-dihydro-5H-thieno[2,3-c]pyran-3-carboxylate). Yields the product C1(=CC=CC=C1)S(=O)(=O)NC1=C(C2=C(COCC2)S1)C(=O)OCC (Ethyl 2-benzenesulphonylamino-4,7-dihydro-5H-thieno[2,3-c]pyran-3-carboxylate). As a reaction SMILES: [C:1]1([S:7]([NH:10][C:11]2[S:15][C:14]3[CH2:16]C[CH2:18][CH2:19][C:13]=3[C:12]=2[C:20]([O:22][CH2:23][CH3:24])=[O:21])(=[O:9])=[O:8])[CH:6]=[CH:5][CH:4]=[CH:3][CH:2]=1.NC1SC2C[O:31]CCC=2C=1C(OCC)=O.C1(S(Cl)(=O)=O)C=CC=CC=1>>[C:1]1([S:7]([NH:10][C:11]2[S:15][C:14]3[CH2:16][O:31][CH2:18][CH2:19][C:13]=3[C:12]=2[C:20]([O:22][CH2:23][CH3:24])=[O:21])(=[O:9])=[O:8])[CH:2]=[CH:3][CH:4]=[CH:5][CH:6]=1. Reported procedure: Prepared by proceeding in a similar manner to Intermediate 1, starting from ethyl 2-amino-4,7-dihydro-5H-thieno[2,3-c]pyran-3-carboxylate (Intermediate 7) and benzenesulphonyl chloride The reactants are C1CCOC1, COc1cc2ncnc(Oc3cccc(N)c3)c2cc1OC, CN(C)c1ccncc1, CC(CF)(CF)c1cc(NC(=O)Oc2ccccc2)no1. Yields the product COc1cc2ncnc(Oc3cccc(NC(=O)Nc4cc(C(C)(CF)CF)on4)c3)c2cc1OC. As a reaction SMILES: [CH2:53]1[O:54][CH2:55][CH2:56][CH2:57]1.[CH3:22][O:23][c:24]1[cH:25][c:26]2[c:27]([O:36][c:37]3[cH:38][c:39]([NH2:40])[cH:41][cH:42][cH:43]3)[n:28][cH:29][n:30][c:31]2[cH:32][c:33]1[O:34][CH3:35].[CH3:44][N:45]([CH3:46])[c:47]1[cH:48][cH:49][n:50][cH:51][cH:52]1.[F:1][CH2:2][C:3]([CH2:4][F:5])([CH3:6])[c:7]1[cH:8][c:9]([NH:12][C:13]([O:14][c:15]2[cH:16][cH:17][cH:18][cH:19][cH:20]2)=[O:21])[n:10][o:11]1>>[F:1][CH2:2][C:3]([CH2:4][F:5])([CH3:6])[c:7]1[cH:8][c:9]([NH:12][C:13](=[O:21])[NH:40][c:39]2[cH:38][c:37]([O:36][c:27]3[c:26]4[cH:25][c:24]([O:23][CH3:22])[c:33]([O:34][CH3:35])[cH:32][c:31]4[n:30][cH:29][n:28]3)[cH:43][cH:42][cH:41]2)[n:10][o:11]1. The reactants are O=C([O-])[O-], CC1(C)CCC(=O)c2ccc(C#C[Si](C)(C)C)cc21, C#CC1CC(C)(C)c2cc([Si](C)(C)C)ccc2C1=O, CO, [K+], [K+]. The product is C#Cc1ccc2c(c1)C(C)(C)CCC2=O. As a reaction SMILES: [C:39](=[O:40])([O-:41])[O-:42].[CH3:1][C:2]1([CH3:19])[CH2:3][CH2:4][C:5](=[O:18])[c:6]2[cH:7][cH:8][c:9]([C:12]#[C:13][Si:14]([CH3:15])([CH3:16])[CH3:17])[cH:10][c:11]21.[CH3:20][C:21]1([CH3:22])[c:23]2[c:24]([cH:25][cH:26][c:27]([Si:28]([CH3:29])([CH3:30])[CH3:31])[cH:32]2)[C:33](=[O:34])[CH:35]([C:36]#[CH:37])[CH2:38]1.[CH3:45][OH:46].[K+:43].[K+:44]>>[CH3:1][C:2]1([CH3:19])[CH2:3][CH2:4][C:5](=[O:18])[c:6]2[cH:7][cH:8][c:9]([C:12]#[CH:13])[cH:10][c:11]21. The reactants are O=C([O-])O, COCCOC, COc1ccc2c(C(=O)c3ccc(OCCN4CCCCC4)cc3)c(OS(=O)(=O)C(F)(F)F)ccc2c1, OB(O)c1ccc(F)cc1F, [Na+], [Na+], [Na+], O=C([O-])[O-], CC(=O)[O-], CC(=O)[O-], [Pd+2], c1ccc(P(c2ccccc2)c2ccccc2)cc1. The product is COc1ccc2c(C(=O)c3ccc(OCCN4CCCCC4)cc3)c(-c3ccc(F)cc3F)ccc2c1. Reaction SMILES: [C:74](=[O:75])([OH:76])[O-:77].[CH2:79]([CH2:80][O:81][CH3:82])[O:83][CH3:84].[CH3:1][O:2][c:3]1[cH:4][c:5]2[cH:6][cH:7][c:8]([O:30][S:31]([C:32]([F:33])([F:34])[F:35])(=[O:36])=[O:37])[c:9]([C:13]([c:14]3[cH:15][cH:16][c:17]([O:20][CH2:21][CH2:22][N:23]4[CH2:24][CH2:25][CH2:26][CH2:27][CH2:28]4)[cH:18][cH:19]3)=[O:29])[c:10]2[cH:11][cH:12]1.[F:38][c:39]1[c:40]([B:46]([OH:47])[OH:48])[cH:41][cH:42][c:43]([F:45])[cH:44]1.[Na+:49].[Na+:50].[Na+:78].[O-:51][C:52](=[O:53])[O-:54].[O-:86][C:87]([CH3:88])=[O:89].[O-:90][C:91]([CH3:92])=[O:93].[Pd+2:85].[c:55]1([P:56]([c:57]2[cH:58][cH:59][cH:60][cH:61][cH:62]2)[c:63]2[cH:64][cH:65][cH:66][cH:67][cH:68]2)[cH:69][cH:70][cH:71][cH:72][cH:73]1>>[CH3:1][O:2][c:3]1[cH:4][c:5]2[cH:6][cH:7][c:8](-[c:40]3[c:39]([F:38])[cH:44][c:43]([F:45])[cH:42][cH:41]3)[c:9]([C:13]([c:14]3[cH:15][cH:16][c:17]([O:20][CH2:21][CH2:22][N:23]4[CH2:24][CH2:25][CH2:26][CH2:27][CH2:28]4)[cH:18][cH:19]3)=[O:29])[c:10]2[cH:11][cH:12]1.